This data is from the Open Reaction Database (ORD), a public repository of structured organic reaction records. The task is: describe an organic reaction: reactants, conditions, products, and yield The reactants are C([O-])([O-])=O.[K+].[K+] (potassium carbonate), BrC=1C=C(C=CC1)O (3-bromophenol), C(C)OC(CBr)OCC (bromoacetaldehyde diethyl acetal). The solvent is CS(=O)C (dimethylsulphoxide). Run at temperature 160 celsius. The product is BrC1=CC(=CC=C1)OCC(OCC)OCC (1-Bromo-3-(2,2-diethoxyethoxy)benzene). Yield: 71.9%. As a reaction SMILES: C(=O)([O-])[O-].[K+].[K+].[Br:7][C:8]1[CH:9]=[C:10]([OH:14])[CH:11]=[CH:12][CH:13]=1.[CH2:15]([O:17][CH:18]([O:21][CH2:22][CH3:23])[CH2:19]Br)[CH3:16]>CS(C)=O>[Br:7][C:8]1[CH:13]=[CH:12][CH:11]=[C:10]([O:14][CH2:19][CH:18]([O:21][CH2:22][CH3:23])[O:17][CH2:15][CH3:16])[CH:9]=1 |f:0.1.2|. Reported procedure: A mixture of potassium carbonate (1.5 g, 10.9 mmol), 3-bromophenol (1.73 g, 10.0 mmol) and bromoacetaldehyde diethyl acetal (1.5 ml, 9.67 mmol) in dimethylsulphoxide (10 ml) was heated at 160° C. for 1½ hours. The cooled reaction was partitioned between water (50 ml) and ethyl acetate (100 ml), and the phases separated. The aqueous layer was extracted with ethyl acetate (50 ml), the combined organic solutions washed consecutively with 1N sodium hydroxide solution, water (2×), brine and then drie... Reactants: COC1=CC=C(C=C1)N1N=C(C2=C1C(N(CC2)CCOC(C)=O)=O)C(F)(F)F (Acetic acid 2-[1-(4-methoxy-phenyl)-7-oxo-3-trifluoromethyl-1,4,5,7-tetrahydro-pyrazolo[3,4-c]pyridin-6-yl]-ethyl ester), C([O-])([O-])=O.[K+].[K+] (Potassium carbonate). Solvent: CO (methanol), O (water). Conditions: time 8 hour. The product is OCCN1C(C2=C(CC1)C(=NN2C2=CC=C(C=C2)OC)C(F)(F)F)=O (6-(2-Hydroxy-ethyl)-1-(4-methoxy-phenyl)-3-trifluoromethyl-1,4,5,6-tetrahydro-pyrazolo[3,4-c]pyridin-7-one). Isolated yield 89.7%. Reaction SMILES: [CH3:1][O:2][C:3]1[CH:8]=[CH:7][C:6]([N:9]2[C:13]3[C:14](=[O:24])[N:15]([CH2:18][CH2:19][O:20]C(=O)C)[CH2:16][CH2:17][C:12]=3[C:11]([C:25]([F:28])([F:27])[F:26])=[N:10]2)=[CH:5][CH:4]=1.C(=O)([O-])[O-].[K+].[K+]>CO.O>[OH:20][CH2:19][CH2:18][N:15]1[CH2:16][CH2:17][C:12]2[C:11]([C:25]([F:28])([F:26])[F:27])=[N:10][N:9]([C:6]3[CH:5]=[CH:4][C:3]([O:2][CH3:1])=[CH:8][CH:7]=3)[C:13]=2[C:14]1=[O:24] |f:1.2.3|. Reported procedure: Part B: Acetic acid 2-[1-(4-methoxy-phenyl)-7-oxo-3-trifluoromethyl-1,4,5,7-tetrahydro-pyrazolo[3,4-c]pyridin-6-yl]-ethyl ester (1.26 g, 3.17 mmol) was dissolved in methanol (100 mL) and water (5 mL). Potassium carbonate (1.31 g, 9.52 mmol) was added, and the reaction was stirred overnight at rt. The reaction was concentrated, quenched with water (250 mL), extracted with ethyl acetate (3×250 mL), washed with brine (1×100 mL), dried over MgSO4, concentrated, and purified by flash chromatography w... Reactants: Cl.O[C@@H]1CC[C@H](CC1)N1C(C2(CC1)CNCCC2)=O (2-(trans-4-hydroxycyclohexyl)-2,7-diazaspiro[4.5]decan-1-one hydrochloride), BrC1=CC=C(C=C1)C(F)(F)F (1-bromo-4-(trifluoromethyl)benzene), CC(C)([O-])C.[Na+] (sodium tert-butoxide), C(C)(C)(C)P(C1=C(C=CC=C1)C1=CC=CC=C1)C(C)(C)C (2-(di-tert-butylphosphino)biphenyl), O1CCOCC1 (1,4-dioxane). The reagents and catalysts are C(C)(=O)[O-].[Pd+2].C(C)(=O)[O-] (palladium acetate). Reaction conditions: temperature 100 celsius, time 16 hour. Reaction SMILES: Cl.[OH:2][C@H:3]1[CH2:8][CH2:7][C@H:6]([N:9]2[CH2:13][CH2:12][C:11]3([CH2:18][CH2:17][CH2:16][NH:15][CH2:14]3)[C:10]2=[O:19])[CH2:5][CH2:4]1.Br[C:21]1[CH:26]=[CH:25][C:24]([C:27]([F:30])([F:29])[F:28])=[CH:23][CH:22]=1.CC(C)([O-])C.[Na+].C(P(C(C)(C)C)C1C=CC=CC=1C1C=CC=CC=1)(C)(C)C.O1CCOCC1>C([O-])(=O)C.[Pd+2].C([O-])(=O)C>[OH:2][C@H:3]1[CH2:8][CH2:7][C@H:6]([N:9]2[CH2:13][CH2:12][C:11]3([CH2:18][CH2:17][CH2:16][N:15]([C:21]4[CH:26]=[CH:25][C:24]([C:27]([F:30])([F:29])[F:28])=[CH:23][CH:22]=4)[CH2:14]3)[C:10]2=[O:19])[CH2:5][CH2:4]1 |f:0.1,3.4,7.8.9|. Yields the product O[C@@H]1CC[C@H](CC1)N1C(C2(CC1)CN(CCC2)C2=CC=C(C=C2)C(F)(F)F)=O (2-(trans-4-Hydroxycyclohexyl)-7-[4-(trifluoromethyl)phenyl]-2,7-diazaspiro[4.5]decan-1-one). Reported procedure: A mixture of 2-(trans-4-hydroxycyclohexyl)-2,7-diazaspiro[4.5]decan-1-one hydrochloride (25 mg, 0.000086 mol), 1-bromo-4-(trifluoromethyl)benzene (29 mg, 0.00013 mol), sodium tert-butoxide (28 mg, 0.00029 mol), palladium acetate (0.6 mg, 0.000002 mol), and 2-(di-tert-butylphosphino)biphenyl (0.8 mg, 0.000002 mol) in 1,4-dioxane (1.0 mL, 0.013 mol) was heated at 100° C. with stirring for 16 h. LCMS indicated that most of the desired product was oxidized to the ketone so the crude reaction mixture... Reactants: Cc1ccc(S(=O)(=O)OCC2Cc3cc(C)cc(-c4ccc(Cl)cc4Cl)c3O2)cc1, CN, Cl. Product: CNCC1Cc2cc(C)cc(-c3ccc(Cl)cc3Cl)c2O1. Reaction SMILES: [CH3:2][c:3]1[cH:4][cH:5][c:6]([S:7]([O:8][CH2:13][CH:14]2[O:15][c:16]3[c:17]([cH:19][c:20]([CH3:31])[cH:21][c:22]3-[c:23]3[c:24]([Cl:30])[cH:25][c:26]([Cl:29])[cH:27][cH:28]3)[CH2:18]2)(=[O:9])=[O:10])[cH:11][cH:12]1.[CH3:32][NH2:33].[ClH:1]>>[CH2:13]([CH:14]1[O:15][c:16]2[c:17]([cH:19][c:20]([CH3:31])[cH:21][c:22]2-[c:23]2[c:24]([Cl:30])[cH:25][c:26]([Cl:29])[cH:27][cH:28]2)[CH2:18]1)[NH:33][CH3:32]. The reactants are O=C1C2=C(N=C3N1C=C(C=C3)C(=O)OCC)CSC2 (ethyl 3,10-dihydro-10-oxo-1H-pyrido[1,2-a]thieno[3,4-d]pyrimidine-7-carboxylate), ClN1C(CCC1=O)=O (N-chlorosuccinimide), ice water. Run in N1=CC=CC=C1 (pyridine). The product is O=C1C=2C(N=C3N1C=C(C=C3)C(=O)OCC)=CSC2 (Ethyl 10-oxo-10H-pyrido[1,2-a]thieno[3,4-d]pyrimidine-7-carboxylate). As a reaction SMILES: [O:1]=[C:2]1[N:7]2[CH:8]=[C:9]([C:12]([O:14][CH2:15][CH3:16])=[O:13])[CH:10]=[CH:11][C:6]2=[N:5][C:4]2[CH2:17][S:18][CH2:19][C:3]1=2.ClN1C(=O)CCC1=O>N1C=CC=CC=1>[O:1]=[C:2]1[N:7]2[CH:8]=[C:9]([C:12]([O:14][CH2:15][CH3:16])=[O:13])[CH:10]=[CH:11][C:6]2=[N:5][C:4]2=[CH:17][S:18][CH:19]=[C:3]12. Procedure details: A mixture of ethyl 3,10-dihydro-10-oxo-1H-pyrido[1,2-a]thieno[3,4-d]pyrimidine-7-carboxylate (2.0 g., 0.0072 mol) and N-chlorosuccinimide (0.97 g., 0.0072 mol) in pyridine (20 ml) is heated on a steam bath for 18 minutes. The reaction mixture is cooled and poured into a large volume of ice water. The precipitate is filtered, washed with water and dried. Recrystallization from ethanol gives the product (1.1 g.), mp 175°-176° C. The product is FC1=CC=C(C=C1)[C@]1(CCN(C(O1)=O)[C@@H](C)C1=CC=C(C=C1)C1=NC=CC=N1)CCCO ((R)-6-(4-fluorophenyl)-6-(3-hydroxypropyl)-3-((S)-1-(4-(pyrimidin-2-yl)phenyl)ethyl)-1,3-oxazinan-2-one). The reactants are BrC1=CC=C(C=C1)[C@H](C)N1C(O[C@@](CC1)(CCCO)C1=CC=C(C=C1)F)=O ((R)-3-((S)-1-(4-bromophenyl)ethyl)-6-(4-fluorophenyl)-6-(3-hydroxypropyl)-1,3-oxazinan-2-one), ClC1=NC=CC=N1 (2-chloropyrimidine). Procedure: The title compound was prepared from (R)-3-((S)-1-(4-bromophenyl)ethyl)-6-(4-fluorophenyl)-6-(3-hydroxypropyl)-1,3-oxazinan-2-one following procedures analogous to those described in Example 313 Steps 3 and 4 using 2-chloropyrimidine in Step 4. LC-MS Method 2 tR=1.401, m/z=436.1; 1H NMR (CDCl3) 1.53 (d, 3H), 1.62 (m, 1H), 1.81-1.98 (m, 3H), 2.15 (m, 2H), 2.31 (m, 1H), 2.76 (m, 1H), 3.51 (t, 2H), 5.67 (m, 1H), 6.92 (m, 4H), 7.11 (m, 1H), 7.19 (m, 1H), 8.15 (d, 2H), 8.71 (d, 2H). RXN SMILES: Br[C:2]1[CH:7]=[CH:6][C:5]([C@@H:8]([N:10]2[CH2:15][CH2:14][C@@:13]([C:20]3[CH:25]=[CH:24][C:23]([F:26])=[CH:22][CH:21]=3)([CH2:16][CH2:17][CH2:18][OH:19])[O:12][C:11]2=[O:27])[CH3:9])=[CH:4][CH:3]=1.Cl[C:29]1[N:34]=[CH:33][CH:32]=[CH:31][N:30]=1>>[F:26][C:23]1[CH:24]=[CH:25][C:20]([C@:13]2([CH2:16][CH2:17][CH2:18][OH:19])[O:12][C:11](=[O:27])[N:10]([C@H:8]([C:5]3[CH:6]=[CH:7][C:2]([C:29]4[N:34]=[CH:33][CH:32]=[CH:31][N:30]=4)=[CH:3][CH:4]=3)[CH3:9])[CH2:15][CH2:14]2)=[CH:21][CH:22]=1. Reactants: CN1CC[C@]23[C@@H]4C(=O)C=C[C@]2([C@H]1CC5=C3C(=C(C=C5)O)O4)O (noroxymorphone), C(O)([O-])=O.[Na+] (sodium hydrogen carbonate), C1(CCC1)CBr (cyclobutylmethyl bromide). The solvent is CN1CCCC1=O (NMP). Yields the product C1CC(C1)CN2CC[C@]34[C@@H]5C(=O)CC[C@]3([C@H]2CC6=C4C(=C(C=C6)O)O5)O (nalbuphone). Isolated yield 66.1%. Reaction SMILES: [CH3:1][N:2]1[C@@H:12]2[CH2:13][C:14]3[CH:19]=[CH:18][C:17]([OH:20])=[C:16]4[O:21][C@H:6]5[C:7]([CH:9]=[CH:10][C@:11]2([OH:22])[C@:5]5([C:15]=34)[CH2:4][CH2:3]1)=[O:8].C(=O)([O-])O.[Na+].[CH:28]1(CBr)[CH2:31][CH2:30][CH2:29]1>CN1C(=O)CCC1>[CH2:28]1[CH2:31][CH:30]([CH2:1][N:2]2[C@@H:12]3[CH2:13][C:14]4[CH:19]=[CH:18][C:17]([OH:20])=[C:16]5[O:21][C@H:6]6[C:7]([CH2:9][CH2:10][C@:11]3([OH:22])[C@:5]6([C:15]=45)[CH2:4][CH2:3]2)=[O:8])[CH2:29]1 |f:1.2|. Procedure: A slurry of noroxymorphone (Example 5, 220 mg; 0.766 mmol), sodium hydrogen carbonate (77 mg; 0.92 mmol), cyclobutylmethyl bromide (160 mg; 1.07 mmol) and NMP (1 mL) was stirred under a nitrogen atmosphere at 90° C. for 19 h. Then the reaction mixture was cooled and quenched with water (10 mL). After adjusting the pH to 9, the product was extracted with DCM (3×5 mL). The combined organic layers were washed with water, brine and dried over MgSO4. Column chromatography afforded 180 mg (66%) of nal...